From a dataset of the Open Reaction Database (ORD), a public repository of structured organic reaction records. describe an organic reaction: reactants, conditions, products, and yield Starting materials: C, CCOC(=O)C=Cc1c(F)cc(OC)cc1F, CCO, C1CCOC1, [Pd]. Yields the product CCOC(=O)CCc1c(F)cc(OC)cc1F. Reaction SMILES: [C:26].[CH2:1]([CH3:2])[O:3][C:4]([CH:5]=[CH:6][c:7]1[c:8]([F:16])[cH:9][c:10]([O:14][CH3:15])[cH:11][c:12]1[F:13])=[O:17].[CH3:23][CH2:24][OH:25].[O:18]1[CH2:19][CH2:20][CH2:21][CH2:22]1.[Pd:27]>>[CH2:1]([CH3:2])[O:3][C:4]([CH2:5][CH2:6][c:7]1[c:8]([F:16])[cH:9][c:10]([O:14][CH3:15])[cH:11][c:12]1[F:13])=[O:17]. The reactants are C1CCNCC1, CC(=O)O, O=Cc1c(Cl)cccc1Cl, COC(=O)CC(=O)CCc1ccccc1, O, c1ccccc1. Product: COC(=O)C(=Cc1c(Cl)cccc1Cl)C(=O)CCc1ccccc1. RXN SMILES: [CH2:30]1[CH2:31][CH2:32][NH:33][CH2:34][CH2:35]1.[CH3:26][C:27](=[O:28])[OH:29].[Cl:16][c:17]1[c:18]([CH:19]=[O:20])[c:21]([Cl:25])[cH:22][cH:23][cH:24]1.[O:1]=[C:2]([CH2:3][C:4](=[O:5])[O:6][CH3:7])[CH2:8][CH2:9][c:10]1[cH:11][cH:12][cH:13][cH:14][cH:15]1.[OH2:42].[cH:36]1[cH:37][cH:38][cH:39][cH:40][cH:41]1>>[O:1]=[C:2]([C:3]([C:4](=[O:5])[O:6][CH3:7])=[CH:19][c:18]1[c:17]([Cl:16])[cH:24][cH:23][cH:22][c:21]1[Cl:25])[CH2:8][CH2:9][c:10]1[cH:11][cH:12][cH:13][cH:14][cH:15]1. Reactants: COS(=O)(=O)OC, CN(C)C=O, CCOC(=O)c1[nH]c(Cl)nc1-c1ccccc1, [H-], [Na+]. The product is CCOC(=O)c1c(-c2ccccc2)nc(Cl)n1C. RXN SMILES: [CH3:20][O:21][S:22]([O:23][CH3:24])(=[O:25])=[O:26].[CH3:27][N:28]([CH3:29])[CH:30]=[O:31].[Cl:3][c:4]1[nH:5][c:6]([C:15](=[O:16])[O:17][CH2:18][CH3:19])[c:7](-[c:9]2[cH:10][cH:11][cH:12][cH:13][cH:14]2)[n:8]1.[H-:1].[Na+:2]>>[Cl:3][c:4]1[n:5]([CH3:20])[c:6]([C:15](=[O:16])[O:17][CH2:18][CH3:19])[c:7](-[c:9]2[cH:10][cH:11][cH:12][cH:13][cH:14]2)[n:8]1. Starting materials: C(#N)C1=CC2=C(N(C(=N2)C2(C(C2)C(=O)OC)C2=C3C=CN(C3=C(C=C2OC)C)C(=O)OC(C)(C)C)COCC[Si](C)(C)C)C=C1 ((±)-tert-butyl 4-(1-(5-cyano-1-((2-(trimethylsilyl)ethoxy)methyl)-1H-benzo[d]imidazol-2-yl)-2-(methoxy carbonyl)cyclopropyl)-5-methoxy-7-methyl-1H-indole-1-carboxylate), C(#N)C=1C=CC2=C(N(C(=N2)C2(C(C2)C(=O)OC)C2=C3C=CN(C3=C(C=C2OC)C)C(=O)OC(C)(C)C)COCC[Si](C)(C)C)C1 ((±)-tert-butyl 4-(1-(6-cyano-1-((2-(trimethylsilyl)ethoxy)methyl)-1H-benzo[d]imidazol-2-yl)-2-(methoxy carbonyl)cyclopropyl)-5-methoxy-7-methyl-1H-indole-1-carboxylate), solution, Cl[Sn](Cl)(Cl)Cl (SnCl4). The solvent is ClCCl (dichloromethane), ClCCl (dichloromethane). Reaction conditions: temperature 0 celsius, time 30 minute. The product is C(#N)C1=CC2=C(NC(=N2)C2(C(C2)C(=O)OC)C2=C3C=CNC3=C(C=C2OC)C)C=C1 ((±)-Methyl 2-(5-cyano-1H-benzo[d]imidazol-2-yl)-2-(5-methoxy-7-methyl-1H-indol-4-yl)cyclopropanecarboxylate). RXN SMILES: [C:1]([C:3]1[CH:45]=[CH:44][C:6]2[N:7](COCC[Si](C)(C)C)[C:8]([C:10]3([C:17]4[C:25]([O:26][CH3:27])=[CH:24][C:23]([CH3:28])=[C:22]5[C:18]=4[CH:19]=[CH:20][N:21]5C(OC(C)(C)C)=O)[CH2:12][CH:11]3[C:13]([O:15][CH3:16])=[O:14])=[N:9][C:5]=2[CH:4]=1)#[N:2].C(C1C=CC2N=C(C3(C4C(OC)=CC(C)=C5C=4C=CN5C(OC(C)(C)C)=O)CC3C(OC)=O)N(COCC[Si](C)(C)C)C=2C=1)#N.Cl[Sn](Cl)(Cl)Cl>ClCCl>[C:1]([C:3]1[CH:45]=[CH:44][C:6]2[NH:7][C:8]([C:10]3([C:17]4[C:25]([O:26][CH3:27])=[CH:24][C:23]([CH3:28])=[C:22]5[C:18]=4[CH:19]=[CH:20][NH:21]5)[CH2:12][CH:11]3[C:13]([O:15][CH3:16])=[O:14])=[N:9][C:5]=2[CH:4]=1)#[N:2]. Procedure details: To a solution of (±)-tert-butyl 4-(1-(5-cyano-1-((2-(trimethylsilyl)ethoxy)methyl)-1H-benzo[d]imidazol-2-yl)-2-(methoxy carbonyl)cyclopropyl)-5-methoxy-7-methyl-1H-indole-1-carboxylate and (±)-tert-butyl 4-(1-(6-cyano-1-((2-(trimethylsilyl)ethoxy)methyl)-1H-benzo[d]imidazol-2-yl)-2-(methoxy carbonyl)cyclopropyl)-5-methoxy-7-methyl-1H-indole-1-carboxylate (Example 142-B) (680 mg, 1.078 mmol) in dichloromethane (10.0 mL) at 0° C. was added a 1.0M solution of SnCl4 in dichloromethane (10.78 mL, 10.... The reactants are OC=1C=CC=C2C=CC(=NC12)C (8-hydroxy-2-methylquinoline), [Se](=O)=O (selenium dioxide), O1CCOCC1 (1,4-dioxane). RXN SMILES: [OH:1][C:2]1[CH:3]=[CH:4][CH:5]=[C:6]2[C:11]=1[N:10]=[C:9]([CH3:12])[CH:8]=[CH:7]2.[Se](=O)=[O:14].O1CCOCC1>O>[OH:1][C:2]1[CH:3]=[CH:4][CH:5]=[C:6]2[C:11]=1[N:10]=[C:9]([CH:12]=[O:14])[CH:8]=[CH:7]2. The solvent is O (water). Yields the product OC=1C=CC=C2C=CC(=NC12)C=O (8-hydroxy-2-quinolinecarboxaldehyde). Reported procedure: 8-hydroxy-2-methylquinoline (2 g, 12.4 mmol.), selenium dioxide (1.74 g, 15.8 mmol), 300 ml of pre-dried 1,4-dioxane, and 1.5 ml of water were mixed and stirred in a 1-L round bottom flask. The resulting solution was then refluxed for 24 h. The reaction was monitored until completion using TLC method. The reaction mixture was then filtered off, and the selenium metal was then washed with dichloromethane, and the combined filtrates were then evaporated off under reduced pressure. The crude produc... Starting materials: CC1OC(C2=CC=C(C=C2C1)C1OC1)=O (3-methyl-6-(oxiran-2-yl)-3,4-dihydro-1H-isochromen-1-one), Cl.N1(CCNCC1)C(CC1=CC=C(C=C1)N1N=NN=C1)=O (1-(piperazin-1-yl)-2-[4-(1H-tetrazol-1-yl)phenyl]ethanone hydrochloride), CCN(C(C)C)C(C)C (DIEA). The solvent is CCO (EtOH). Yields the product OC(CN1CCN(CC1)C(CC1=CC=C(C=C1)N1N=NN=C1)=O)C=1C=C2CC(OC(C2=CC1)=O)C (6-[1-hydroxy-2-(4-{[4-(1H-tetrazol-1-yl)phenyl]acetyl}piperazin-1-yl)ethyl]-3-methyl-3,4-dihydro-1H-isochromen-1-one). Reaction SMILES: [CH3:1][CH:2]1[CH2:11][C:10]2[C:5](=[CH:6][CH:7]=[C:8]([CH:12]3[CH2:14][O:13]3)[CH:9]=2)[C:4](=[O:15])[O:3]1.Cl.[N:17]1([C:23](=[O:36])[CH2:24][C:25]2[CH:30]=[CH:29][C:28]([N:31]3[CH:35]=[N:34][N:33]=[N:32]3)=[CH:27][CH:26]=2)[CH2:22][CH2:21][NH:20][CH2:19][CH2:18]1.CCN(C(C)C)C(C)C>CCO>[OH:13][CH:12]([C:8]1[CH:9]=[C:10]2[C:5](=[CH:6][CH:7]=1)[C:4](=[O:15])[O:3][CH:2]([CH3:1])[CH2:11]2)[CH2:14][N:20]1[CH2:19][CH2:18][N:17]([C:23](=[O:36])[CH2:24][C:25]2[CH:26]=[CH:27][C:28]([N:31]3[CH:35]=[N:34][N:33]=[N:32]3)=[CH:29][CH:30]=2)[CH2:22][CH2:21]1 |f:1.2|. Procedure: A sealed tube containing 3-methyl-6-(oxiran-2-yl)-3,4-dihydro-1H-isochromen-1-one (72 mg, 35 mmol), 1-(piperazin-1-yl)-2-[4-(1H-tetrazol-1-yl)phenyl]ethanone hydrochloride (109 mg, 0.35 mmol), DIEA (0.2 mL) and EtOH (3 mL) was heated to 80 C for 12 hours. The excess solvent was removed and the crude product purified via MPLC (35% EtOAc/Hex-60% EtOAc/Hex) to give 6-[1-hydroxy-2-(4-{[4-(1H-tetrazol-1-yl)phenyl]acetyl}piperazin-1-yl)ethyl]-3-methyl-3,4-dihydro-1H-isochromen-1-one. LC-MS (IE, m/z): ... Reactants: C(C)(C)NC(=O)[C@H]1CC[C@H](CC1)N1\C(\NC=2C=NC(=CC21)OCCN2CCCCC2)=N\C(=O)C=2C=CC1=C(SC=C1)C2 ((E)-N-(1-(cis-4-(isopropylcarbamoyl)cyclohexyl)-6-(2-(piperidin-1-yl)ethoxy)-1H-imidazo[4,5-c]pyridin-2(3H)-ylidene)benzo[b]thiophene-6-carboxamide), COC=1C=C(C(=O)O)C=CC1 (3-methoxybenzoic acid). The product is C(C)(C)NC(=O)[C@H]1CC[C@H](CC1)N1\C(\NC=2C=NC(=CC21)OCCN2CCCCC2)=N\C(C2=CC(=CC=C2)OC)=O ((E)-N(1-(cis-4-(isopropylcarbamoyl)cyclohexyl)-6-(2-(piperidin-1-yl)ethoxy)-1H-imidazo[4,5-c]pyridin-2(3H)-ylidene)-3-methoxy-benzamide). Isolated yield 42.5%. Reaction SMILES: [CH:1]([NH:4][C:5]([C@@H:7]1[CH2:12][CH2:11][C@H:10]([N:13]2[C:21]3[CH:20]=[C:19]([O:22][CH2:23][CH2:24][N:25]4[CH2:30][CH2:29][CH2:28][CH2:27][CH2:26]4)[N:18]=[CH:17][C:16]=3[NH:15]/[C:14]/2=[N:31]\[C:32]([C:34]2[CH:35]=[CH:36][C:37]3C=CS[C:38]=3[CH:42]=2)=[O:33])[CH2:9][CH2:8]1)=[O:6])([CH3:3])[CH3:2].[CH3:43][O:44]C1C=C(C=CC=1)C(O)=O>>[CH:1]([NH:4][C:5]([C@@H:7]1[CH2:12][CH2:11][C@H:10]([N:13]2[C:21]3[CH:20]=[C:19]([O:22][CH2:23][CH2:24][N:25]4[CH2:30][CH2:29][CH2:28][CH2:27][CH2:26]4)[N:18]=[CH:17][C:16]=3[NH:15]/[C:14]/2=[N:31]\[C:32](=[O:33])[C:34]2[CH:35]=[CH:36][CH:37]=[C:38]([O:44][CH3:43])[CH:42]=2)[CH2:9][CH2:8]1)=[O:6])([CH3:2])[CH3:3]. Reported procedure: The title compound was prepared using a method analogous to the preparation of (E)-N-(1-(cis-4-(isopropylcarbamoyl)cyclohexyl)-6-(2-(piperidin-1-yl)ethoxy)-1H-imidazo[4,5-c]pyridin-2(3H)-ylidene)benzo[b]thiophene-6-carboxamide, using 3-methoxybenzoic acid. The material was purified via preparative HPLC (0.1% NH4OH in ACN/H2O) to provide (E)-N(1-(cis-4-(isopropylcarbamoyl)cyclohexyl)-6-(2-(piperidin-1-yl)ethoxy)-1H-imidazo[4,5-c]pyridin-2(3H)-ylidene)-3-methoxy-benzamide (42.5% yield). MS m/z=563...